This data is from the Open Reaction Database (ORD), a public repository of structured organic reaction records. The task is: describe an organic reaction: reactants, conditions, products, and yield The reactants are OCCCC1(CC(OC2=CC(=CC=C12)OC)=O)C=1N=CNC1 (4-(3-hydroxypropyl)-4-(1H-imidazol-4-yl)-7-methoxychroman-2-one), S(C)(=O)(=O)[O-] (mesylate), C(C)N(C(C)C)C(C)C (N-ethyldiisopropylamine), CS(=O)(=O)Cl (methanesulphonyl chloride). Run in ClCCl (dichloromethane), O (water). Reaction conditions: time 3 hour. Yields the product COC1=CC=C2C(=C1)OC(CC21C=2N(CCC1)C=NC2)=O (7-Methoxy-6′,7′-dihydro-5′H-spiro[chromene-4,8′-imidazo[1,5-a]pyridin]-2(3H)-one). As a reaction SMILES: O[CH2:2][CH2:3][CH2:4][C:5]1([C:18]2[N:19]=[CH:20][NH:21][CH:22]=2)[C:14]2[C:9](=[CH:10][C:11]([O:15][CH3:16])=[CH:12][CH:13]=2)[O:8][C:7](=[O:17])[CH2:6]1.C(N(C(C)C)C(C)C)C.CS(Cl)(=O)=O.S([O-])(=O)(=O)C>ClCCl.O>[CH3:16][O:15][C:11]1[CH:10]=[C:9]2[O:8][C:7](=[O:17])[CH2:6][C:5]3([CH2:4][CH2:3][CH2:2][N:19]4[CH:20]=[N:21][CH:22]=[C:18]34)[C:14]2=[CH:13][CH:12]=1. Procedure details: A solution of 1.20 mmol of 4-(3-hydroxypropyl)-4-(1H-imidazol-4-yl)-7-methoxychroman-2-one and 1.44 mmol of N-ethyldiisopropylamine in 10 ml of dichloromethane is admixed dropwise at room temperature with 1.20 mmol of methanesulphonyl chloride and the reaction mixture is subsequently stirred for 3 hours. The conversion to the mesylate intermediate is observed by means of HPLC. The reaction mixture is poured into 10 ml of water and subjected to extraction and the aqueous phase is re-extracted wit... Reaction SMILES: FC(F)(F)S([O-])(=O)=O.[N:9]([CH2:12][CH2:13][CH2:14][N+:15]1[CH:20]=[CH:19][CH:18]=[C:17]([C:21]([C:23]2[N:24]=[CH:25][N:26]3[CH:30]=[C:29]([C:31]4[C@H:32]([CH3:55])[C@@H:33]5[C@@H:50]([C@H:51]([OH:53])[CH3:52])[C:49](=[O:54])[N:34]5[C:35]=4[C:36]([O:38]CC4C=CC([N+]([O-])=O)=CC=4)=[O:37])[S:28][C:27]=23)=[O:22])[CH:16]=1)=[N+]=[N-]>CO>[NH2:9][CH2:12][CH2:13][CH2:14][N+:15]1[CH:20]=[CH:19][CH:18]=[C:17]([C:21]([C:23]2[N:24]=[CH:25][N:26]3[CH:30]=[C:29]([C:31]4[C@H:32]([CH3:55])[C@@H:33]5[C@@H:50]([C@H:51]([OH:53])[CH3:52])[C:49](=[O:54])[N:34]5[C:35]=4[C:36]([O-:38])=[O:37])[S:28][C:27]=23)=[O:22])[CH:16]=1 |f:0.1|. Procedure: A reaction was carried out in the same manner as in step b) of Example 1, except that 450 mg of 4-nitrobenzyl (1S,5R,6S)-2-[7-[1-(3-azidopropyl)pyridinium-3-yl]carbonylimidazo[5,1-b]thiazol-2-yl]-6-((1R)-1-hydroxyethyl)-1-methyl-1-carbapen-2-em-3-carboxylate trifluoromethanesulfonate was used as the starting compound. The reaction product was subjected to column chromatography on Cosmosil 40C18-PREP (10% aqueous methanol solution). The fraction, which had been eluted earlier, was collected and w... Yield: 13.7%. Starting materials: FC(S(=O)(=O)[O-])(F)F.N(=[N+]=[N-])CCC[N+]1=CC(=CC=C1)C(=O)C=1N=CN2C1SC(=C2)C=2[C@@H]([C@H]1N(C2C(=O)OCC2=CC=C(C=C2)[N+](=O)[O-])C([C@@H]1[C@@H](C)O)=O)C (4-nitrobenzyl (1S,5R,6S)-2-[7-[1-(3-azidopropyl)pyridinium-3-yl]carbonylimidazo[5,1-b]thiazol-2-yl]-6-((1R)-1-hydroxyethyl)-1-methyl-1-carbapen-2-em-3-carboxylate trifluoromethanesulfonate). The product is NCCC[N+]1=CC(=CC=C1)C(=O)C=1N=CN2C1SC(=C2)C=2[C@@H]([C@H]1N(C2C(=O)[O-])C([C@@H]1[C@@H](C)O)=O)C ((1S,5R,6S)-2-[7-[1-(3-Aminopropyl)pyridinium-3-yl]carbonylimidazo[5,1-b]thiazol-2-yl]-6-((1R)-1-hydroxyethyl)-1-methyl-1-carbapen-2-em-3-carboxylate). Run in CO (methanol).